This data is from the Open Reaction Database (ORD), a public repository of structured organic reaction records. The task is: describe an organic reaction: reactants, conditions, products, and yield Reaction SMILES: [CH:17]1([C:22](=[O:23])[Cl:24])[CH2:18][CH2:19][CH2:20][CH2:21]1.[NH2:1][c:2]1[c:3]([C:15]#[N:16])[c:4]2[c:5]([n:6][c:7]([CH3:13])[c:8]([CH2:11][CH3:12])[c:9]2[CH3:10])[s:14]1.[OH2:25].[cH:26]1[cH:27][cH:28][n:29][cH:30][cH:31]1>>[NH:1]([c:2]1[c:3]([C:15]#[N:16])[c:4]2[c:5]([n:6][c:7]([CH3:13])[c:8]([CH2:11][CH3:12])[c:9]2[CH3:10])[s:14]1)[C:22]([CH:17]1[CH2:18][CH2:19][CH2:20][CH2:21]1)=[O:23]. The product is CCc1c(C)nc2sc(NC(=O)C3CCCC3)c(C#N)c2c1C. Starting materials: O=C(Cl)C1CCCC1, CCc1c(C)nc2sc(N)c(C#N)c2c1C, O, c1ccncc1. Starting materials: S(N)(=O)(=O)C1=C(N)C=C(C(=C1)S(N)(=O)=O)Br (2,4-disulfamoyl-5-bromoaniline), ClCC(=O)Cl (chloroacetyl chloride). Run in O1CCOCC1 (dioxane). Reaction conditions: time 2 hour. Yields the product ClCC=1NS(C2=C(N1)C=C(C(=C2)S(N)(=O)=O)Br)(=O)=O (3-Chloromethyl-6-bromo-7-sulfamoyl-1,2,4-benzothiadiazine-1,1-dioxide). Reaction SMILES: [S:1]([C:5]1[CH:11]=[C:10]([S:12](=[O:15])(=[O:14])[NH2:13])[C:9]([Br:16])=[CH:8][C:6]=1[NH2:7])(=[O:4])(=[O:3])[NH2:2].[Cl:17][CH2:18][C:19](Cl)=O>O1CCOCC1>[Cl:17][CH2:18][C:19]1[NH:2][S:1](=[O:3])(=[O:4])[C:5]2[CH:11]=[C:10]([S:12](=[O:14])(=[O:15])[NH2:13])[C:9]([Br:16])=[CH:8][C:6]=2[N:7]=1. Procedure: A mixture of 2,4-disulfamoyl-5-bromoaniline (0.02 mole) and chloroacetyl chloride (0.022 mole) in 75 ml. of dioxane is heated under reflux for about 24 hours and then concentrated to dryness. The residue is dissolved in ethanol and then heated on the steam bath in a mixture of 2.0 g. of potassium or sodium acetate and 50 ml. of water for two hours. The solution is cooled and the product separated by acidification with hydrochloric acid and purified by recrystallization from a mixture of ethanol ... Reactants: BrC=1C(=NC(=NC1)Cl)Cl (5-bromo-2,4-dichloropyrimidine), NC1=C(C=CC=C1)S(=O)(=O)N (2-amino-benzenesulfonamide), C(O)([O-])=O.[Na+] (sodium hydrogen carbonate). The solvent is CC(C)O (2-propanol), Cl (hydrochloric acid). Reaction conditions: temperature 90 celsius, time 4.5 hour. Product: BrC=1C(=NC(=NC1)Cl)NC1=C(C=CC=C1)S(=O)(=O)N (2-(5-bromo-2-chloropyrimidin-4-ylamino)benzenesulfonamide). Reaction SMILES: [Br:1][C:2]1[C:3](Cl)=[N:4][C:5]([Cl:8])=[N:6][CH:7]=1.[NH2:10][C:11]1[CH:16]=[CH:15][CH:14]=[CH:13][C:12]=1[S:17]([NH2:20])(=[O:19])=[O:18].C(=O)([O-])O.[Na+]>CC(O)C.Cl>[Br:1][C:2]1[C:3]([NH:10][C:11]2[CH:16]=[CH:15][CH:14]=[CH:13][C:12]=2[S:17]([NH2:20])(=[O:18])=[O:19])=[N:4][C:5]([Cl:8])=[N:6][CH:7]=1 |f:2.3|. Procedure details: To a solution of 5-bromo-2,4-dichloropyrimidine (300 mg, 1.32 mmol) and 2-amino-benzenesulfonamide (340 mg, 1.97 mmol) in 2-propanol (3 mL), concentrated hydrochloric acid (0.06 mL) is added and the mixture is stirred at 90° C. for 4.5 hours. The mixture is poured into aqueous sodium hydrogen carbonate and extracted with ethyl acetate three times. The organic layer is washed with water, dried over sodium sulfate, and evaporated in vacuo. The residue is purified by column chromatography (hexane:e... The reactants are C(C1=CC=CC=C1)OC(=O)C1=C(NC2=CC=C(C=C12)OCCCBr)C (5-(3-Bromo-propoxy)-2-methyl-1H-indole-3-carboxylic acid benzyl ester), N1CCCC1 (Pyrrolidine). The solvent is C(C)#N (acetonitrile). Yields the product C(C1=CC=CC=C1)OC(=O)C1=C(NC2=CC=C(C=C12)OCCCN1CCCC1)C (2-Methyl-5-(3-pyrrolidin-1-yl-propoxy)-1H-indole-3-carboxylic acid benzyl ester). Yield: 42.1%. RXN SMILES: [CH2:1]([O:8][C:9]([C:11]1[C:19]2[C:14](=[CH:15][CH:16]=[C:17]([O:20][CH2:21][CH2:22][CH2:23]Br)[CH:18]=2)[NH:13][C:12]=1[CH3:25])=[O:10])[C:2]1[CH:7]=[CH:6][CH:5]=[CH:4][CH:3]=1.[NH:26]1[CH2:30][CH2:29][CH2:28][CH2:27]1>C(#N)C>[CH2:1]([O:8][C:9]([C:11]1[C:19]2[C:14](=[CH:15][CH:16]=[C:17]([O:20][CH2:21][CH2:22][CH2:23][N:26]3[CH2:30][CH2:29][CH2:28][CH2:27]3)[CH:18]=2)[NH:13][C:12]=1[CH3:25])=[O:10])[C:2]1[CH:7]=[CH:6][CH:5]=[CH:4][CH:3]=1. Procedure details: 5-(3-Bromo-propoxy)-2-methyl-1H-indole-3-carboxylic acid benzyl ester (0.244 g, 0.605 mmol, 1 eq) was suspended in dry acetonitrile (10 mL) under Ar. Pyrrolidine (0.100 mL, 1.210 mmol, 2 eq) was added. The reaction mixture was stirred and heated to reflux for 24 hours. Then the reaction was quenched with saturated sodium bicarbonate and extracted with ethyl acetate (3×). The combined organic phases were washed with brine and dried over Na2SO4. After removing the solvent, the residue was loaded o... Reactants: O=S1CCN(c2nc(Cl)nc3c(NCc4ccc(Cl)c(Cl)c4)ncnc23)CC1, NCCO. Product: O=S1CCN(c2nc(NCCO)nc3c(NCc4ccc(Cl)c(Cl)c4)ncnc23)CC1. RXN SMILES: [Cl:1][c:2]1[n:3][c:4]([N:22]2[CH2:23][CH2:24][S:25](=[O:28])[CH2:26][CH2:27]2)[c:5]2[c:6]([n:7]1)[c:8]([NH:12][CH2:13][c:14]1[cH:15][c:16]([Cl:21])[c:17]([Cl:20])[cH:18][cH:19]1)[n:9][cH:10][n:11]2.[OH:29][CH2:30][CH2:31][NH2:32]>>[c:2]1([NH:32][CH2:31][CH2:30][OH:29])[n:3][c:4]([N:22]2[CH2:23][CH2:24][S:25](=[O:28])[CH2:26][CH2:27]2)[c:5]2[c:6]([n:7]1)[c:8]([NH:12][CH2:13][c:14]1[cH:15][c:16]([Cl:21])[c:17]([Cl:20])[cH:18][cH:19]1)[n:9][cH:10][n:11]2.